Dataset: the Open Reaction Database (ORD), a public repository of structured organic reaction records. Task: describe an organic reaction: reactants, conditions, products, and yield Reactants: C(C)(C)N(CCN1C(=O)C(=O)C2=CC=CC=C12)CC1=CC=CC=C1 (1-[2-(N-isopropylbenzylamino)ethyl]isatin), Cl.NNC(=O)N (semicarbazide hydrochloride). RXN SMILES: [CH:1]([N:4]([CH2:18][C:19]1[CH:24]=[CH:23][CH:22]=[CH:21][CH:20]=1)[CH2:5][CH2:6][N:7]1[C:17]2[C:12](=[CH:13][CH:14]=[CH:15][CH:16]=2)[C:10](=O)[C:8]1=[O:9])([CH3:3])[CH3:2].Cl.[NH2:26][NH:27][C:28]([NH2:30])=[O:29]>>[CH:1]([N:4]([CH2:18][C:19]1[CH:24]=[CH:23][CH:22]=[CH:21][CH:20]=1)[CH2:5][CH2:6][N:7]1[C:17]2[C:12](=[CH:13][CH:14]=[CH:15][CH:16]=2)/[C:10](=[N:26]\[NH:27][C:28]([NH2:30])=[O:29])/[C:8]1=[O:9])([CH3:2])[CH3:3] |f:1.2|. The product is C(C)(C)N(CCN1C(=O)/C(/C2=CC=CC=C12)=N/NC(=O)N)CC1=CC=CC=C1 ((E)-1-[2-(N-isopropylbenzylamino)ethyl]isatin 3-semicarbazone). Reported procedure: By using 1-[2-(N-isopropylbenzylamino)ethyl]isatin and semicarbazide hydrochloride, a method analogous to that described in Example 6 was carried out to obtain (E)-1-[2-(N-isopropylbenzylamino)ethyl]isatin 3-semicarbazone having a melting point of 193°-194° C. (yield: 52.7%, recrystallizing solvent: ethanol). Isolated yield 52.7%. Starting materials: C1COCCN1, CS(=O)(=O)c1nc2cc(-c3ccncc3F)c(-c3cccnc3)nc2[nH]1, C1COCCO1. Product: Fc1cnccc1-c1cc2nc(N3CCOCC3)[nH]c2nc1-c1cccnc1. RXN SMILES: [CH2:27]1[CH2:28][O:29][CH2:30][CH2:31][NH:32]1.[F:1][c:2]1[cH:3][n:4][cH:5][cH:6][c:7]1-[c:8]1[cH:9][c:10]2[c:11]([n:12][c:13]1-[c:14]1[cH:15][n:16][cH:17][cH:18][cH:19]1)[nH:20][c:21]([S:23]([CH3:24])(=[O:25])=[O:26])[n:22]2.[O:33]1[CH2:34][CH2:35][O:36][CH2:37][CH2:38]1>>[F:1][c:2]1[cH:3][n:4][cH:5][cH:6][c:7]1-[c:8]1[cH:9][c:10]2[c:11]([n:12][c:13]1-[c:14]1[cH:15][n:16][cH:17][cH:18][cH:19]1)[nH:20][c:21]([N:32]1[CH2:27][CH2:28][O:29][CH2:30][CH2:31]1)[n:22]2. RXN SMILES: ClC1C(F)=CC=C(Cl)C=1[C@H](OC1C(N)=NC=C(B2OC(C)(C)C(C)(C)O2)C=1)C.[NH2:29][C:30]1[N:35]=[CH:34][C:33]([C:36]2[CH:37]=[N:38][N:39]([CH:41]3[CH2:46][CH2:45][N:44](C(=O)CO)[CH2:43][CH2:42]3)[CH:40]=2)=[CH:32][C:31]=1[O:51][C@@H:52]([C:54]1[C:59]([Cl:60])=[CH:58][CH:57]=[C:56]([F:61])[C:55]=1[Cl:62])[CH3:53]>>[Cl:62][C:55]1[C:56]([F:61])=[CH:57][CH:58]=[C:59]([Cl:60])[C:54]=1[C@H:52]([O:51][C:31]1[C:30]([NH2:29])=[N:35][CH:34]=[C:33]([C:36]2[CH:37]=[N:38][N:39]([CH:41]3[CH2:46][CH2:45][NH:44][CH2:43][CH2:42]3)[CH:40]=2)[CH:32]=1)[CH3:53]. Reactants: ClC1=C(C(=CC=C1F)Cl)[C@@H](C)OC=1C(=NC=C(C1)B1OC(C(O1)(C)C)(C)C)N (3-[(R)-1-(2,6-dichloro-3-fluoro-phenyl)-ethoxy]-5-(4,4,5,5-tetramethyl-[1,3,2]dioxaborolan-2-yl)-pyridin-2-ylamine), NC1=C(C=C(C=N1)C=1C=NN(C1)C1CCN(CC1)C(CO)=O)O[C@H](C)C1=C(C(=CC=C1Cl)F)Cl (1-[4-(4-{6-Amino-5-[(R)-1-(2,6-dichloro-3-fluoro-phenyl)-ethoxy]-pyridin-3-yl}-pyrazol-1-yl)-piperidin-1-yl]-2-hydroxy-ethanone), c-Met. The product is ClC1=C(C(=CC=C1F)Cl)[C@@H](C)OC=1C(=NC=C(C1)C=1C=NN(C1)C1CCNCC1)N (3-[(R)-1-(2,6-Dichloro-3-fluoro-phenyl)-ethoxy]-5-(1-piperidin-4-yl-1H-pyrazol-4-yl)-pyridin-2-ylamine). Reported procedure: The title compound was prepared according to procedure 62 using 3-[(R)-1-(2,6-dichloro-3-fluoro-phenyl)-ethoxy]-5-(4,4,5,5-tetramethyl-[1,3,2]dioxaborolan-2-yl)-pyridin-2-ylamine and 4-(4-bromo-pyrazol-1-yl)-1-cyclopentyl-piperidine (prepared according to general procedure 11 using bromocyclopentane as alkylation reagent). 1H NMR (400 MHz, CDCl3) δ 7.73 (s, 1H), 7.55 (s, 1H), 7.48 (s, 1H), 7.31 (m, 1H), 7.07 (m, 1H), 6.88 (s, 1H), 6.08 (m, 1H), 4.64 (m, 1H), 2.04 (m, 2H), 1.98 (m, 2H), 1.86 (d, ... Reactants: [Al+3], CC(=O)Cl, COc1ccc2c(c1)C(C)(C)CCC2(C)C, [Cl-], [Cl-], [Cl-], ClCCl. Product: COc1cc2c(cc1C(C)=O)C(C)(C)CCC2(C)C. Reaction SMILES: [Al+3:2].[CH3:5][C:6]([Cl:7])=[O:8].[CH3:9][O:10][c:11]1[cH:12][c:13]2[c:18]([cH:19][cH:20]1)[C:17]([CH3:21])([CH3:22])[CH2:16][CH2:15][C:14]2([CH3:23])[CH3:24].[Cl-:1].[Cl-:3].[Cl-:4].[Cl:25][CH2:26][Cl:27]>>[CH3:5][C:6](=[O:8])[c:20]1[c:11]([O:10][CH3:9])[cH:12][c:13]2[c:18]([cH:19]1)[C:17]([CH3:21])([CH3:22])[CH2:16][CH2:15][C:14]2([CH3:23])[CH3:24]. The yield is 64.2%. The reactants are [Cl-].[NH4+] (ammonium chloride), COC1=CC=2CC[C@H]3[C@@H]4CC[C@@H]([C@@]4(C)CC[C@@H]3C2C=C1)O (3-methoxyestra-1,3,5(10)-trien-17β-ol), [Li] (lithium), N (ammonia). Solvent: O (water), O1CCCC1 (tetrahydrofuran), C(C)O (ethanol). Product: COC=1CC=2CC[C@H]3[C@@H]4CC[C@@H]([C@@]4(C)CC[C@@H]3C2CC1)O (3-methoxyestra-2,5(10)-dien-17β-ol). Procedure: Add dl-3-methoxyestra-1,3,5(10)-trien-17β-ol (1.3 g) in tetrahydrofuran (40 ml) to a stirred solution of lithium (1.3 g) in liquid ammonia (100 ml). After 15 minutes add ethanol (20 ml) dropwise and when the blue color is discharged add ammonium chloride and water and extract the mixture with ether. Wash, dry and evaporate the ethereal solution and recrystallize the residue from ethanol-hexane to obtain dl-3-methoxyestra-2,5(10)-dien-17β-ol (0.84 g), m.p. 120-123°; infrared absorption maxima at ... Reaction SMILES: [CH3:1][O:2][C:3]1[CH:20]=[CH:19][C:18]2[C@@H:17]3[C@H:8]([C@H:9]4[C@@:13]([CH2:15][CH2:16]3)([CH3:14])[C@@H:12]([OH:21])[CH2:11][CH2:10]4)[CH2:7][CH2:6][C:5]=2[CH:4]=1.[Li].N.[Cl-].[NH4+]>O1CCCC1.O.C(O)C>[CH3:1][O:2][C:3]1[CH2:4][C:5]2[CH2:6][CH2:7][C@@H:8]3[C@@H:17]([C:18]=2[CH2:19][CH:20]=1)[CH2:16][CH2:15][C@@:13]1([CH3:14])[C@H:9]3[CH2:10][CH2:11][C@@H:12]1[OH:21] |f:3.4,^1:21|. The reactants are O=C(O)CC(c1ccc(Cl)cc1)c1ccc(Br)cc1, CC(CCCN(C)C)N=C=N, ClCCl, Cl. Yields the product CNC(=O)CC(c1ccc(Cl)cc1)c1ccc(Br)cc1. Reaction SMILES: [Br:1][c:2]1[cH:3][cH:4][c:5]([CH:8]([CH2:9][C:10](=[O:11])[OH:12])[c:13]2[cH:14][cH:15][c:16]([Cl:19])[cH:17][cH:18]2)[cH:6][cH:7]1.[CH3:21][N:22]([CH3:23])[CH2:24][CH2:25][CH2:26][CH:27]([N:28]=[C:29]=[NH:30])[CH3:31].[Cl:32][CH2:33][Cl:34].[ClH:20]>>[Br:1][c:2]1[cH:3][cH:4][c:5]([CH:8]([CH2:9][C:10](=[O:11])[NH:22][CH3:21])[c:13]2[cH:14][cH:15][c:16]([Cl:19])[cH:17][cH:18]2)[cH:6][cH:7]1.